From a dataset of the Open Reaction Database (ORD), a public repository of structured organic reaction records. describe an organic reaction: reactants, conditions, products, and yield Reactants: N1=CC(=CC=C1)N1C=CC2=CC=CC=C12 (N-(3-pyridyl)indole), O.O.O.C(C)(=O)[O-].[Na+] (sodium acetate trihydrate), CN(C=O)C (N,N-dimethylformamide), P(=O)(Cl)(Cl)Cl (phosphorus oxychloride). Solvent: ClCCCl (1,2-dichloroethane), O (water), ClCCCl (1,2-dichloroethane). Run at time 10 minute. Yields the product N1=CC(=CC=C1)N1C=C(C2=CC=CC=C12)C=O (N-(3-pyridyl)-indole-3-carboxaldehyde). As a reaction SMILES: CN(C)[CH:3]=[O:4].P(Cl)(Cl)(Cl)=O.[N:11]1[CH:16]=[CH:15][CH:14]=[C:13]([N:17]2[C:25]3[C:20](=[CH:21][CH:22]=[CH:23][CH:24]=3)[CH:19]=[CH:18]2)[CH:12]=1.O.O.O.C([O-])(=O)C.[Na+]>ClCCCl.O>[N:11]1[CH:16]=[CH:15][CH:14]=[C:13]([N:17]2[C:25]3[C:20](=[CH:21][CH:22]=[CH:23][CH:24]=3)[C:19]([CH:3]=[O:4])=[CH:18]2)[CH:12]=1 |f:3.4.5.6.7|. Procedure: A solution of 2.12 ml of N,N-dimethylformamide in 20 ml of 1,2-dichloroethane is cooled to 0° and 3.1 ml of phosphorus oxychloride is added dropwise. The reaction is stirred for 10 minutes at 15° and recooled to 0° before a solution of 4.85 g of N-(3-pyridyl)indole in 10 ml of 1,2-dichloroethane is added. After 2 hours at 5°, the reaction mixture is refluxed for 15 minutes, cooled to room temperature and a solution of 18.75 g of sodium acetate trihydrate in 25 ml of water is added. After an addi... Starting materials: C(CCCCC)OC1CCC(N1)=O (5-(n-hexyloxy)-pyrrolidin-2-one), [OH-].[K+] (potassium hydroxide), C(C1=CC=CC=C1)Br (benzyl bromide). The reagents and catalysts are [Br-].C(CCC)[N+](CCCC)(CCCC)CCCC (tetra-n-butylammonium bromide). The solvent is O1CCCC1 (tetrahydrofuran), O1CCCC1 (tetrahydrofuran). Reaction conditions: time 1 hour. Yields the product C(C1=CC=CC=C1)N1C(CCC1OCCCCCC)=O (1-benzyl-2-oxo-5-n-hexyloxy pyrrolidine). Yield: 70.0%. Reaction SMILES: [CH2:1]([O:7][CH:8]1[NH:12][C:11](=[O:13])[CH2:10][CH2:9]1)[CH2:2][CH2:3][CH2:4][CH2:5][CH3:6].[OH-].[K+].[CH2:16](Br)[C:17]1[CH:22]=[CH:21][CH:20]=[CH:19][CH:18]=1>[Br-].C([N+](CCCC)(CCCC)CCCC)CCC.O1CCCC1>[CH2:16]([N:12]1[CH:8]([O:7][CH2:1][CH2:2][CH2:3][CH2:4][CH2:5][CH3:6])[CH2:9][CH2:10][C:11]1=[O:13])[C:17]1[CH:22]=[CH:21][CH:20]=[CH:19][CH:18]=1 |f:1.2,4.5|. Procedure: To a mixture of 3.5 g of 5-(n-hexyloxy)-pyrrolidin-2-one, 1.58 g of potassium hydroxide hydrated to 85% and 0.35 g of tetra-n-butylammonium bromide in 50 cm3 of tetrahydrofuran, there is added, at 20° C. to 25° C. a solution of 3.23 g of benzyl bromide in 20 cm3 of tetrahydrofuran. After agitating for 1 hour at ambient temperature, filtering, evaporating to dryness and chromatographing the residue on silica (eluent: ethyl acetate--n-hexane, 1-2), 3.64 g of the expected product is obtained. Starting materials: CC1(C)CCCc2ccc(Br)cc21, CC(C)(C)OO, ClCCl, O=[Cr](=O)=O, O. Product: CC1(C)CCC(=O)c2ccc(Br)cc21. RXN SMILES: [Br:1][c:2]1[cH:3][cH:4][c:5]2[c:10]([cH:11]1)[C:9]([CH3:12])([CH3:13])[CH2:8][CH2:7][CH2:6]2.[C:18]([O:19][OH:20])([CH3:21])([CH3:22])[CH3:23].[Cl:24][CH2:25][Cl:26].[O:14]=[Cr:15](=[O:16])=[O:17].[OH2:27]>>[Br:1][c:2]1[cH:3][cH:4][c:5]2[c:10]([cH:11]1)[C:9]([CH3:12])([CH3:13])[CH2:8][CH2:7][C:6]2=[O:14]. Starting materials: Br, CC(=O)O, CCOc1c(-c2ccc(Oc3ccc(OC(F)(F)F)cc3)cc2)c(C)nc2cc(OC)c(Cl)cc12. The product is COc1cc2[nH]c(C)c(-c3ccc(Oc4ccc(OC(F)(F)F)cc4)cc3)c(=O)c2cc1Cl. RXN SMILES: [BrH:36].[CH3:37][C:38](=[O:39])[OH:40].[Cl:1][c:2]1[cH:3][c:4]2[c:5]([O:33][CH2:34][CH3:35])[c:6](-[c:15]3[cH:16][cH:17][c:18]([O:21][c:22]4[cH:23][cH:24][c:25]([O:28][C:29]([F:30])([F:31])[F:32])[cH:26][cH:27]4)[cH:19][cH:20]3)[c:7]([CH3:14])[n:8][c:9]2[cH:10][c:11]1[O:12][CH3:13]>>[Cl:1][c:2]1[cH:3][c:4]2[c:5](=[O:33])[c:6](-[c:15]3[cH:16][cH:17][c:18]([O:21][c:22]4[cH:23][cH:24][c:25]([O:28][C:29]([F:30])([F:31])[F:32])[cH:26][cH:27]4)[cH:19][cH:20]3)[c:7]([CH3:14])[nH:8][c:9]2[cH:10][c:11]1[O:12][CH3:13]. Reactants: O=Cc1c(F)ccc(NC(=O)OCc2ccccc2)c1F, CO, Clc1cnc2[nH]ccc2c1, Cl, [K+], [OH-]. Yields the product O=C(Nc1ccc(F)c(C(O)c2c[nH]c3ncc(Cl)cc23)c1F)OCc1ccccc1. Reaction SMILES: [CH2:13]([c:14]1[cH:15][cH:16][cH:17][cH:18][cH:19]1)[O:20][C:21]([NH:22][c:23]1[c:24]([F:32])[c:25]([CH:30]=[O:31])[c:26]([F:29])[cH:27][cH:28]1)=[O:33].[CH3:35][OH:36].[Cl:1][c:2]1[cH:3][c:4]2[c:5]([n:6][cH:7]1)[nH:8][cH:9][cH:10]2.[ClH:34].[K+:12].[OH-:11]>>[Cl:1][c:2]1[cH:3][c:4]2[c:5]([n:6][cH:7]1)[nH:8][cH:9][c:10]2[CH:30]([c:25]1[c:24]([F:32])[c:23]([NH:22][C:21]([O:20][CH2:13][c:14]2[cH:15][cH:16][cH:17][cH:18][cH:19]2)=[O:33])[cH:28][cH:27][c:26]1[F:29])[OH:31]. Reactants: CI (methyl iodide), O (water), [H-].[Na+] (sodium hydride), ClC=1C=CC2=C(C(=NC3=C(N2)N=CC=C3)C3=CC=CC=C3)C1 (8-chloro-6-phenyl-11H-pyrido[2,3-b][1,4]benzodiazepine). Run in CN(C=O)C (dimethylformamide), CN(C=O)C (dimethylformamide). Run at temperature 60 celsius, time 8 hour. The product is ClC=1C=CC2=C(C(=NC3=C(N2C)N=CC=C3)C3=CC=CC=C3)C1 (8-Chloro-11-methyl-6-phenyl-11H-pyrido[2,3-b][1,4]benzodiazepine). The yield is 62.5%. Reaction SMILES: [H-].[Na+].[Cl:3][C:4]1[CH:5]=[CH:6][C:7]2[NH:13][C:12]3[N:14]=[CH:15][CH:16]=[CH:17][C:11]=3[N:10]=[C:9]([C:18]3[CH:23]=[CH:22][CH:21]=[CH:20][CH:19]=3)[C:8]=2[CH:24]=1.[CH3:25]I.O>CN(C)C=O>[Cl:3][C:4]1[CH:5]=[CH:6][C:7]2[N:13]([CH3:25])[C:12]3[N:14]=[CH:15][CH:16]=[CH:17][C:11]=3[N:10]=[C:9]([C:18]3[CH:23]=[CH:22][CH:21]=[CH:20][CH:19]=3)[C:8]=2[CH:24]=1 |f:0.1|. Procedure details: To a stirred suspension of 0.25 g (0.01 mole) of sodium hydride (in mineral oil) in 15 ml of anhydrous dimethylformamide was added, portionwise, 3.05 g (0.01 mole) of 8-chloro-6-phenyl-11H-pyrido[2,3-b][1,4]benzodiazepine. The mixture was warmed at about 60° C. for one hr. A solution of 1.42 g (0.01 mole) of methyl iodide in 10 ml of anhydrous dimethylformamide was added dropwise over a 0.5 hr period and the reaction mixture stirred overnight at room temperature after which it was poured into 40...